This data is from the Open Reaction Database (ORD), a public repository of structured organic reaction records. The task is: describe an organic reaction: reactants, conditions, products, and yield Reactants: CC(CO)(CO)C (2,2-dimethyl-1,3-propanediol), CC1(COC(OC1)CCC)C (5,5-dimethyl-2-propyl-1,3-dioxane), P(O)(O)(O)=O (phosphoric acid). Reagents/catalysts: [Pd] (Pd on carbon). Solvent: O (water). Conditions: temperature 200 celsius, time 2 hour. Yields the product C(CCC)OCC(CO)(C)C (3-butoxy-2,2-dimethyl-propanol). Reaction SMILES: CC(C)(CO)CO.[CH3:8][C:9]1([CH3:18])[CH2:14][O:13][CH:12]([CH2:15][CH2:16][CH3:17])[O:11][CH2:10]1.P(=O)(O)(O)O>[Pd].O>[CH2:12]([O:11][CH2:10][C:9]([CH3:8])([CH3:18])[CH2:14][OH:13])[CH2:15][CH2:16][CH3:17]. Procedure: 90 g of 2,2-dimethyl-1,3-propanediol, 10 g of water, and 20 g of 5,5-dimethyl-2-propyl-1,3-dioxane were combined in a 300 mL autoclave with 1.5 g of 5% (by weight) Pd on carbon catalyst and 100 mg of phosphoric acid. The autoclave was sealed and purged twice with N2 and once with H2. The reactor was charged with H2 and heated to 200° C. The reactor was then brought to an operating pressure of 10.3 MPa and stirring commenced at 750 rpm. Pressure was maintained through the duration of the experime...